From a dataset of the Open Reaction Database (ORD), a public repository of structured organic reaction records. describe an organic reaction: reactants, conditions, products, and yield Reactants: Cn1cc(CO)c(=O)c2ccccc21, CN(C)C=O. The product is Cn1cc(C=O)c(=O)c2ccccc21. RXN SMILES: [CH3:1][n:2]1[cH:3][c:4]([CH2:13][OH:14])[c:5](=[O:12])[c:6]2[cH:7][cH:8][cH:9][cH:10][c:11]12.[O:15]=[CH:16][N:17]([CH3:18])[CH3:19]>>[CH3:1][n:2]1[cH:3][c:4]([CH:13]=[O:14])[c:5](=[O:12])[c:6]2[cH:7][cH:8][cH:9][cH:10][c:11]12. Starting materials: COC=1C=C(C(=O)NC=2SC3=C(N2)C(=CC=C3N3CCOCC3)OC)C=CN1 (2-methoxy-N-(4-methoxy-7-morpholin-4-yl -benzothiazol-2-yl)-isonicotinamide), [I-].[Na+] (sodium iodide), Br.BrCCC1=NC=CC=C1 (2-(bromoethyl)pyridine hydrobromide). Solvent: CN(C)C=O (DMF). The product is COC1=CC=C(C2=C1N=C(S2)NC(=O)C2=CC(N(C=C2)CC2=NC=CC=C2)=O)N2CCOCC2 (2-oxo-1-Pyridin-2-ylmethyl-1,2-dihydro-pyridine-4-carboxylic Acid (4-Methoxy-7-morpholin-4-yl-benzothiazol-2-yl)-amide). RXN SMILES: C[O:2][C:3]1[CH:4]=[C:5]([CH:26]=[CH:27][N:28]=1)[C:6]([NH:8][C:9]1[S:10][C:11]2[C:17]([N:18]3[CH2:23][CH2:22][O:21][CH2:20][CH2:19]3)=[CH:16][CH:15]=[C:14]([O:24][CH3:25])[C:12]=2[N:13]=1)=[O:7].[I-].[Na+].Br.BrC[CH2:34][C:35]1[CH:40]=[CH:39][CH:38]=[CH:37][N:36]=1>CN(C=O)C>[CH3:25][O:24][C:14]1[C:12]2[N:13]=[C:9]([NH:8][C:6]([C:5]3[CH:26]=[CH:27][N:28]([CH2:34][C:35]4[CH:40]=[CH:39][CH:38]=[CH:37][N:36]=4)[C:3](=[O:2])[CH:4]=3)=[O:7])[S:10][C:11]=2[C:17]([N:18]2[CH2:19][CH2:20][O:21][CH2:22][CH2:23]2)=[CH:16][CH:15]=1 |f:1.2,3.4|. Reported procedure: From 2-methoxy-N-(4-methoxy-7-morpholin-4-yl -benzothiazol-2-yl)-isonicotinamide with sodium iodide and 2-(bromoethyl)pyridine hydrobromide in DMF. ES-MS m/e (%): 500 (M+Na+, 30), 478 (M+H+, 100).